From a dataset of the Open Reaction Database (ORD), a public repository of structured organic reaction records. describe an organic reaction: reactants, conditions, products, and yield Procedure details: To compound 1F (2.3 g, 7.4 mmol) in 20 mL of MeOH was added 1N NaOH solution (30 mL, 30 mmol), and stirred at RT for 5 hr. It was concentracted, EtOAc was added, then acidified with conc. HCl. The biphase solution was heated at 60° C. for 2 hr, and cooled to RT. The organic layer was separated, dried over Na2SO4, filtered and concentrated to give the title compound (1.44 g). MS (ES) m/z 164 [M-CO2H]−. Starting materials: ClC=1C(=C(C=CC1C#N)C(C(=O)OCC)C(=O)OCC)C (Diethyl 2-(3-chloro-4-cyano-2-methylphenyl)malonate), [OH-].[Na+] (NaOH), Cl (HCl), CCOC(=O)C (EtOAc). Solvent: CO (MeOH). Conditions: time 5 hour. Isolated yield 92.8%. Product: ClC=1C(=C(C=CC1C#N)CC(=O)O)C (2-(3-Chloro-4-cyano-2-methylphenyl)acetic acid). RXN SMILES: [Cl:1][C:2]1[C:3]([CH3:21])=[C:4]([CH:10](C(OCC)=O)[C:11]([O:13]CC)=[O:12])[CH:5]=[CH:6][C:7]=1[C:8]#[N:9].[OH-].[Na+].CCOC(C)=O.Cl>CO>[Cl:1][C:2]1[C:3]([CH3:21])=[C:4]([CH2:10][C:11]([OH:13])=[O:12])[CH:5]=[CH:6][C:7]=1[C:8]#[N:9] |f:1.2|. The reactants are BrC=1C=NN(C1)CCCl (4-bromo-1-(2-chloroethyl)-1H-pyrazole), Intermediate 54, C([O-])([O-])=O.[Cs+].[Cs+] (cesium carbonate), CNCC1=CC=CC=C1 (N-methyl-1-phenylmethanamine). Solvent: CN(C=O)C (N,N-dimethylformamide). Conditions: temperature 80 celsius, time 8 hour. The product is BrC=1C=NN(C1)CCN(CC1=CC=CC=C1)C (2-(4-bromo-1H-pyrazol-1-yl)-N-methyl-N-(phenylmethyl)ethanamine). RXN SMILES: [Br:1][C:2]1[CH:3]=[N:4][N:5]([CH2:7][CH2:8]Cl)[CH:6]=1.C(=O)([O-])[O-].[Cs+].[Cs+].[CH3:16][NH:17][CH2:18][C:19]1[CH:24]=[CH:23][CH:22]=[CH:21][CH:20]=1>CN(C)C=O>[Br:1][C:2]1[CH:3]=[N:4][N:5]([CH2:7][CH2:8][N:17]([CH3:16])[CH2:18][C:19]2[CH:24]=[CH:23][CH:22]=[CH:21][CH:20]=2)[CH:6]=1 |f:1.2.3|. Procedure details: 4-bromo-1-(2-chloroethyl)-1H-pyrazole (317 mg, 1.513 mmol, for a preparation see Intermediate 54) was dissolved in N,N-dimethylformamide (DMF) (5 mL) and cesium carbonate (740 mg, 2.270 mmol) added with N-methyl-1-phenylmethanamine (0.973 mL, 7.57 mmol, available from Aldrich). The mixture was heated to 80° C. for 3 hours then allowed to stir at 80° C. overnight. The mixture was cooled to room temperature and loaded on to a 20 g SCX cartridge. The SCX was eluted with MeOH (100 ml) and 2M methano... Product: CSCc1cc2c(-c3ccc(C(F)(F)F)n(C)c3=O)c(F)cc(Cl)c2o1. RXN SMILES: [Br:1][CH2:2][c:3]1[o:4][c:5]2[c:6]([cH:7]1)[c:8](-[c:14]1[c:15](=[O:25])[n:16]([CH3:24])[c:17]([C:20]([F:21])([F:22])[F:23])[cH:18][cH:19]1)[c:9]([F:13])[cH:10][c:11]2[Cl:12].[C:28](=[O:29])([O-:30])[O-:31].[CH2:34]1[O:35][CH2:36][CH2:37][CH2:38]1.[CH3:26][SH:27].[K+:32].[K+:33]>>[CH2:2]([c:3]1[o:4][c:5]2[c:6]([cH:7]1)[c:8](-[c:14]1[c:15](=[O:25])[n:16]([CH3:24])[c:17]([C:20]([F:21])([F:22])[F:23])[cH:18][cH:19]1)[c:9]([F:13])[cH:10][c:11]2[Cl:12])[S:27][CH3:26]. The reactants are Cn1c(C(F)(F)F)ccc(-c2c(F)cc(Cl)c3oc(CBr)cc23)c1=O, O=C([O-])[O-], C1CCOC1, CS, [K+], [K+].